The task is: describe an organic reaction: reactants, conditions, products, and yield. This data is from the Open Reaction Database (ORD), a public repository of structured organic reaction records. Reactants: C(C)(C)(C)C=1C(=C(C=C(C1)N1C(NC(C=C1)=O)=O)B(O)O)OC (3-tert-butyl-5-(2,4-dioxo-3,4-dihydropyrimidin-1(2H)-yl)-2-methoxyphenylboronic acid), IC=1C=C2C=CC(=CC2=CC1)O (6-iodonaphthalen-2-ol), [O-]P(=O)([O-])[O-].[K+].[K+].[K+] (potassium phosphate tribasic), CC12OC3(OC(OC(P1C1=CC=CC=C1)(C3)C)(C2)C)C (1,3,5,7-tetramethyl-8-phenyl-2,4,6-trioxa-8-phosphatricyclo[3.3.1.13,7]decane). The reagents and catalysts are C=1C=CC(=CC1)/C=C/C(=O)/C=C/C2=CC=CC=C2.C=1C=CC(=CC1)/C=C/C(=O)/C=C/C2=CC=CC=C2.C=1C=CC(=CC1)/C=C/C(=O)/C=C/C2=CC=CC=C2.[Pd].[Pd] (tris(dibenzylideneacetone)dipalladium(0)). Run in O1CCCC1 (tetrahydrofuran). Product: C(C)(C)(C)C=1C=C(C=C(C1OC)C1=CC2=CC=C(C=C2C=C1)O)N1C(NC(C=C1)=O)=O (1-(3-tert-butyl-5-(6-hydroxynaphthalen-2-yl)-4-methoxyphenyl)pyrimidine-2,4(1H,3H)-dione). RXN SMILES: [C:1]([C:5]1[C:6]([O:22][CH3:23])=[C:7](B(O)O)[CH:8]=[C:9]([N:11]2[CH:16]=[CH:15][C:14](=[O:17])[NH:13][C:12]2=[O:18])[CH:10]=1)([CH3:4])([CH3:3])[CH3:2].I[C:25]1[CH:26]=[C:27]2[C:32](=[CH:33][CH:34]=1)[CH:31]=[C:30]([OH:35])[CH:29]=[CH:28]2.[O-]P([O-])([O-])=O.[K+].[K+].[K+].CC12CC3(C)OC(C)(CC(C)(O3)O1)P2C1C=CC=CC=1>O1CCCC1.C1C=CC(/C=C/C(/C=C/C2C=CC=CC=2)=O)=CC=1.C1C=CC(/C=C/C(/C=C/C2C=CC=CC=2)=O)=CC=1.C1C=CC(/C=C/C(/C=C/C2C=CC=CC=2)=O)=CC=1.[Pd].[Pd]>[C:1]([C:5]1[CH:10]=[C:9]([N:11]2[CH:16]=[CH:15][C:14](=[O:17])[NH:13][C:12]2=[O:18])[CH:8]=[C:7]([C:25]2[CH:34]=[CH:33][C:32]3[C:27](=[CH:28][CH:29]=[C:30]([OH:35])[CH:31]=3)[CH:26]=2)[C:6]=1[O:22][CH3:23])([CH3:4])([CH3:3])[CH3:2] |f:2.3.4.5,8.9.10.11.12|. Reported procedure: In an embodiment, 3-tert-butyl-5-(2,4-dioxo-3,4-dihydropyrimidin-1(2H)-yl)-2-methoxyphenylboronic acid (compound (1-Y2a)) is reacted with 6-iodonaphthalen-2-ol (compound (3-LG3c)) in tetrahydrofuran in the presence of potassium phosphate tribasic, 1,3,5,7-tetramethyl-8-phenyl-2,4,6-trioxa-8-phosphatricyclo[3.3.1.13,7]decane, and tris(dibenzylideneacetone)dipalladium(0) to provide 1-(3-tert-butyl-5-(6-hydroxynaphthalen-2-yl)-4-methoxyphenyl)pyrimidine-2,4(1H,3H)-dione (compound (4a)).